From a dataset of the Open Reaction Database (ORD), a public repository of structured organic reaction records. describe an organic reaction: reactants, conditions, products, and yield The reactants are Cl.Cl.ClC1=C(C=CC(=C1)Cl)C1=NC(=NC=C1C1=NNC=C1)NCCNC1=NC=C(C=C1)[N+](=O)[O-] ([4-(2,4-dichlorophenyl)-5-pyrazolylpyrimidin-2-yl]{2-[(5-nitro(2-pyridyl))amino]ethyl}amine dihydrochloride), ClC1=C(C=CC(=C1)Cl)C(C(=CN(C)C)C=1NC=C(N1)C)=O (1-(2,4-dichlorophenyl)-3-(dimethylamino)-2-(4-methylimidazolyl)prop-2-en-1-one). Yields the product Cl.Cl.ClC1=C(C=CC(=C1)Cl)C1=NC(=NC=C1C=1NC=C(N1)C)NCCNC1=NC=C(C=C1)[N+](=O)[O-] ([4-(2,4-Dichlorophenyl)-5-(4-methylimidazolyl)pyrimidin-2-yl]{2-[(5-nitro(2-pyridyl))amino]ethyl}amine dihydrochloride). As a reaction SMILES: Cl.Cl.[Cl:3][C:4]1[CH:9]=[C:8]([Cl:10])[CH:7]=[CH:6][C:5]=1[C:11]1[C:16]([C:17]2C=CN[N:18]=2)=[CH:15][N:14]=[C:13]([NH:22][CH2:23][CH2:24][NH:25][C:26]2[CH:31]=[CH:30][C:29]([N+:32]([O-:34])=[O:33])=[CH:28][N:27]=2)[N:12]=1.[Cl:35]C1C=C(Cl)C=CC=1[C:43](=O)[C:44](C1NC=C(C)N=1)=[CH:45][N:46](C)C>>[ClH:3].[ClH:35].[Cl:3][C:4]1[CH:9]=[C:8]([Cl:10])[CH:7]=[CH:6][C:5]=1[C:11]1[C:16]([C:17]2[NH:46][CH:45]=[C:44]([CH3:43])[N:18]=2)=[CH:15][N:14]=[C:13]([NH:22][CH2:23][CH2:24][NH:25][C:26]2[CH:31]=[CH:30][C:29]([N+:32]([O-:34])=[O:33])=[CH:28][N:27]=2)[N:12]=1 |f:0.1.2,4.5.6|. Procedure: Made using the same procedure as for [4-(2,4-dichlorophenyl)-5-pyrazolylpyrimidin-2-yl]{2-[(5-nitro(2-pyridyl))amino]ethyl}amine dihydrochloride except that 1-(2,4-dichlorophenyl)-3-(dimethylamino)-2-(4-methylimidazolyl)prop-2-en-1-one (XI, 421 mg, 1.3 mmol) was used.